The task is: describe an organic reaction: reactants, conditions, products, and yield. This data is from the Open Reaction Database (ORD), a public repository of structured organic reaction records. Reactants: CC[N+](CC)(CC)CC(=O)NC1=C(C=CC=C1C)C.[Br-] (QX-314), C1CN(CCN1CCO)CCS(=O)(=O)O (HEPES), CC[N+](CC)(CC)CC(=O)NC1=C(C=CC=C1C)C.[Br-] (QX-314), Mg ATP, [Cl-].[K+] (KCl), CC[N+](CC)(CC)CC(=O)NC1=C(C=CC=C1C)C.[Br-] (QX-314), [OH-].[K+] (KOH), C(COCCOCCN(CC(=O)O)CC(=O)O)N(CC(=O)O)CC(=O)O (EGTA), [Cl-].[Cl-].[Ca+2] (CaCl2), [Na+].[Cl-] (NaCl), O=C([C@H](O)[C@@H](O)[C@H](O)[C@H](O)CO)[O-] (gluconate), [Cl-].[K+] (KCl), [Mg+2].[Cl-].[Cl-] (MgCl2), C1CN(CCN1CCO)CCS(=O)(=O)O (HEPES), C(COCCOCCN(CC(=O)O)CC(=O)O)N(CC(=O)O)CC(=O)O (EGTA), [Cl-].[Cl-].[Ca+2] (CaCl2), O=C[C@H](O)[C@@H](O)[C@H](O)[C@H](O)CO (glucose), [Cl-].[Cs+] (CsCl), [Cl-].[Cl-].[Ca+2] (CaCl2). The product is C1=CC(=C(C2=C1NC=C2O[C@H]3[C@@H]([C@H]([C@H]([C@H](O3)CO)O)O)O)Cl)Br (X-gal). As a reaction SMILES: O=[C:2]([O-:13])[C@@H:3]([C@H:5]([C@@H:7]([C@@H:9]([CH2:11][OH:12])[OH:10])[OH:8])[OH:6])[OH:4].[Cl-:14].[K+].[Mg+2].[Cl-].[Cl-].C1N(CCO)CCN(CCS(O)(=O)=O)C1.C(N(CC(O)=O)CC(O)=O)COCCOCCN(CC(O)=O)CC(O)=O.[Cl-].[Cl-].[Ca+2].O=C[C@@H]([C@H]([C@@H]([C@@H](CO)O)O)O)O.[OH-].[K+].[Cl-].[Cs+].CC[N+](C[C:87]([NH:89][C:90]1[C:95]([CH3:96])=[CH:94][CH:93]=[CH:92][C:91]=1C)=O)(CC)CC.[Br-:98].[Na+].[Cl-]>>[CH:91]1[C:90]2[NH:89][CH:87]=[C:96]([O:12][C@@H:11]3[O:4][C@H:3]([CH2:2][OH:13])[C@H:5]([OH:6])[C@H:7]([OH:8])[C@H:9]3[OH:10])[C:95]=2[C:94]([Cl:14])=[C:93]([Br:98])[CH:92]=1 |f:1.2,3.4.5,8.9.10,12.13,14.15,16.17,18.19|. Procedure: Electrophysiology. Cells were analyzed at indicated time points after dox induction. Action potentials were recorded with current-clamp whole-cell configuration. The pipette solution for current-clamp experiments contained (in mM) 123 K-gluconate, 10 KCl, 1 MgCl2, 10 HEPES, 1 EGTA, 0.1 CaCl2, 1 K2ATP, 0.2 Na4GTP and 4 glucose, pH adjusted to 7.2 with KOH. Membrane potentials were kept around −65 to −70 mV, and step currents were injected to elicit action potentials. For voltage-clamp experiments... Isolated yield 16.0%. Yields the product FC(C(=O)O)(F)F.C(C)(=O)N1CCC(CC1)C(=O)NC=1C=CC=2NC3=C(C=NC(NC=4C=CC=C(CCC1C2)C4)=N3)Cl (1-Acetyl-N-[6-chloro-2,4,8,22-tetraazatetracyclo[14.3.1.1(3,7).1(9,13)]docosa-1(20),3(22),4,6,9(21),10,12,16,18-nonaen-12-yl]piperidine-4-carboxamide trifluoroacetate). Reported procedure: The desired compound was prepared according to the procedure of Example A20, using N-[6-chloro-2,4,8,22-tetraazatetracyclo[14.3.1.1(3,7).1(9,13)]docosa-1(20), 3(22),4,6,9(21),10,12,16,18-nonaen-12-yl]piperidine-4-carboxamide bis(trifluoroacetate) and acetyl chloride as starting materials in 16% yield. LCMS for C26H28ClN6O2 (M+H)+: m/z=491.2. Reaction SMILES: [F:1][C:2]([F:7])([F:6])[C:3]([OH:5])=[O:4].F[C:9](F)(F)[C:10](O)=[O:11].[Cl:15][C:16]1[CH:17]=[N:18][C:19]2[NH:20][C:21]3[CH:22]=[CH:23][CH:24]=[C:25]([CH:46]=3)[CH2:26][CH2:27][C:28]3[CH:36]=[C:32]([NH:33][C:34]=1[N:35]=2)[CH:31]=[CH:30][C:29]=3[NH:37][C:38]([CH:40]1[CH2:45][CH2:44][NH:43][CH2:42][CH2:41]1)=[O:39].C(Cl)(=O)C>>[F:1][C:2]([F:7])([F:6])[C:3]([OH:5])=[O:4].[C:10]([N:43]1[CH2:44][CH2:45][CH:40]([C:38]([NH:37][C:29]2[CH:30]=[CH:31][C:32]3[NH:33][C:34]4[N:35]=[C:19]([NH:20][C:21]5[CH:22]=[CH:23][CH:24]=[C:25]([CH:46]=5)[CH2:26][CH2:27][C:28]=2[CH:36]=3)[N:18]=[CH:17][C:16]=4[Cl:15])=[O:39])[CH2:41][CH2:42]1)(=[O:11])[CH3:9] |f:0.1.2,4.5|. Reactants: FC(C(=O)O)(F)F.FC(C(=O)O)(F)F.ClC=1C=NC=2NC=3C=CC=C(CCC4=C(C=CC(NC1N2)=C4)NC(=O)C4CCNCC4)C3 (N-[6-chloro-2,4,8,22-tetraazatetracyclo[14.3.1.1(3,7).1(9,13)]docosa-1(20), 3(22),4,6,9(21),10,12,16,18-nonaen-12-yl]piperidine-4-carboxamide bis(trifluoroacetate)), C(C)(=O)Cl (acetyl chloride). Run in C1(=CC=CC=C1)C (toluene). The reactants are ClC=1C(=C(C=CC1)NCCC(=O)O)[N+](=O)[O-] (3-(3-chloro-2-nitrophenylamino)propionic acid), O=P12OP3(=O)OP(=O)(O1)OP(=O)(O2)O3 (phosphorus pentoxide). The yield is 50.2%. Reported procedure: A mixture of 3-(3-chloro-2-nitrophenylamino)propionic acid (21.5 g), which was synthesized according to the method of Giovanni Pappalardo et al. (Ann. Chim. (Rome), 55, 182 (1965)), phosphorus pentoxide (37.0 g) and toluene (160 ml) was refluxed for 90 minutes. After cooling, toluene was removed in vacuo. The residue was washed with ether to give 7-chloro-2,3-dihydro-8-nitro-4(1H)-quinolinone (yield 10.0 g). Reaction SMILES: [Cl:1][C:2]1[C:3]([N+:14]([O-:16])=[O:15])=[C:4]([NH:8][CH2:9][CH2:10][C:11]([OH:13])=O)[CH:5]=[CH:6][CH:7]=1.O=P12OP3(OP(OP(O3)(O1)=O)(=O)O2)=O>C1(C)C=CC=CC=1>[Cl:1][C:2]1[C:3]([N+:14]([O-:16])=[O:15])=[C:4]2[C:5]([C:11](=[O:13])[CH2:10][CH2:9][NH:8]2)=[CH:6][CH:7]=1. Product: ClC1=CC=C2C(CCNC2=C1[N+](=O)[O-])=O (7-chloro-2,3-dihydro-8-nitro-4(1H)-quinolinone). Run in C(Cl)Cl (methylene chloride). Reactants: NC1=NC(=NC(=C1)Cl)SCC1=CC(=CC=C1)OC (4-amino-6-chloro-2-(3-methoxyphenylmethylthio)-pyrimidine), B(Br)(Br)Br (BBr3). As a reaction SMILES: [NH2:1][C:2]1[CH:7]=[C:6]([Cl:8])[N:5]=[C:4]([S:9][CH2:10][C:11]2[CH:16]=[CH:15][CH:14]=[C:13]([O:17]C)[CH:12]=2)[N:3]=1.B(Br)(Br)Br>C(Cl)Cl>[NH2:1][C:2]1[CH:7]=[C:6]([Cl:8])[N:5]=[C:4]([S:9][CH2:10][C:11]2[CH:16]=[CH:15][CH:14]=[C:13]([OH:17])[CH:12]=2)[N:3]=1. The product is NC1=NC(=NC(=C1)Cl)SCC1=CC(=CC=C1)O (4-amino-6-chloro-2-(3-hydroxyphenylmethylthio)-pyrimidine). Procedure: 4-amino-6-chloro-2-(3-methoxyphenylmethylthio)-pyrimidine (36 mg, 0.128 mmol; Cpd #39) is dissolved in methylene chloride (0.25 ml), cooled to 0° C. and treated with a solution of BBr3 (0.32 ml, 0.32 mmol, 1M in methylene chloride). The reaction is stirred at 0° C. for 20 min, then refluxed for 2 hrs. After cooling, the reaction is quenched with water, and refluxed for an additional 30 min. Upon cooling the solid is collected and purified by recrystallization from ethanol/water, mp 147.5-148.5° ... Run at temperature 0 celsius, time 20 minute. The reactants are C(C)(C)(C)OC1=CC=C(C=C1)CC(C(=O)N1CC2=CC=CC=C2CC1C=1NC=C(N1)C1=CC=CC=C1)NC(C)C (3-(4-tert-Butoxy-phenyl)-2-isopropylamino-1-[3-(4-phenyl-1H-imidazol-2-yl)-3,4-dihydro-1H-isoquinolin-2-yl]-propan-1-one), FC(C(=O)O)(F)F (trifluoroacetic acid). The product is OC1=CC=C(C=C1)CC(C(=O)N1CC2=CC=CC=C2CC1C=1NC=C(N1)C1=CC=CC=C1)NC(C)C (3-(4-hydroxy-phenyl)-2-isopropylamino-1-[3-(4-phenyl- 1H-imidazol-2-yl)-3,4-dihydro-1H-isoquinolin-2-yl]-propan-1-one). As a reaction SMILES: C([O:5][C:6]1[CH:11]=[CH:10][C:9]([CH2:12][CH:13]([NH:37][CH:38]([CH3:40])[CH3:39])[C:14]([N:16]2[CH:25]([C:26]3[NH:27][CH:28]=[C:29]([C:31]4[CH:36]=[CH:35][CH:34]=[CH:33][CH:32]=4)[N:30]=3)[CH2:24][C:23]3[C:18](=[CH:19][CH:20]=[CH:21][CH:22]=3)[CH2:17]2)=[O:15])=[CH:8][CH:7]=1)(C)(C)C.FC(F)(F)C(O)=O>>[OH:5][C:6]1[CH:11]=[CH:10][C:9]([CH2:12][CH:13]([NH:37][CH:38]([CH3:40])[CH3:39])[C:14]([N:16]2[CH:25]([C:26]3[NH:27][CH:28]=[C:29]([C:31]4[CH:32]=[CH:33][CH:34]=[CH:35][CH:36]=4)[N:30]=3)[CH2:24][C:23]3[C:18](=[CH:19][CH:20]=[CH:21][CH:22]=3)[CH2:17]2)=[O:15])=[CH:8][CH:7]=1. Procedure details: 3-(4-tert-Butoxy-phenyl)-2-isopropylamino-1-[3-(4-phenyl-1H-imidazol-2-yl)-3,4-dihydro-1H-isoquinolin-2-yl]-propan-1-one (0.086 g, 0.16 mmol) was added to ice cooled trifluoroacetic acid (3 mL). After 1.5 hour the reaction was concentrated under reduced pressure to give a clear oil. This material was purified via a Gilson preparative HPLC resulting in the isolation of desired product 3-(4-hydroxy-phenyl)-2-isopropylamino-1-[3-(4-phenyl- 1H-imidazol-2-yl)-3,4-dihydro-1H-isoquinolin-2-yl]-propan-1... The reactants are [Cl-], CC(C)[Si](OCc1ccc(OC(F)F)c(OCCCl)c1)(C(C)C)C(C)C, [Na+], [Na+], O=C([O-])O, [OH-], CC(C)[Si](OS(=O)(=O)C(F)(F)F)(C(C)C)C(C)C, c1ccccc1, Cc1cccc(C)n1. Product: C=COc1cc(CO[Si](C(C)C)(C(C)C)C(C)C)ccc1OC(F)F. RXN SMILES: [Cl-:1].[Cl:2][CH2:3][CH2:4][O:5][c:6]1[cH:7][c:8]([CH2:16][O:17][Si:18]([CH:19]([CH3:20])[CH3:21])([CH:22]([CH3:23])[CH3:24])[CH:25]([CH3:26])[CH3:27])[cH:9][cH:10][c:11]1[O:12][CH:13]([F:14])[F:15].[Na+:29].[Na+:60].[O-:56][C:57]([OH:58])=[O:59].[OH-:28].[S:38]([O:39][Si:40]([CH:41]([CH3:42])[CH3:43])([CH:44]([CH3:45])[CH3:46])[CH:47]([CH3:48])[CH3:49])([C:50]([F:51])([F:52])[F:53])(=[O:54])=[O:55].[cH:61]1[cH:62][cH:63][cH:64][cH:65][cH:66]1.[n:30]1[c:31]([CH3:32])[cH:33][cH:34][cH:35][c:36]1[CH3:37]>>[CH2:3]=[CH:4][O:5][c:6]1[cH:7][c:8]([CH2:16][O:17][Si:18]([CH:19]([CH3:20])[CH3:21])([CH:22]([CH3:23])[CH3:24])[CH:25]([CH3:26])[CH3:27])[cH:9][cH:10][c:11]1[O:12][CH:13]([F:14])[F:15]. Reactants: ClCC=1SC2=C(N1)C=C(C(=C2OC)OC)OC (2-Chloromethyl-5,6,7-trimethoxybenzothiazole), N1CCNCCC1 (homopiperazine). Yields the product COC=1C(=C(C2=C(N=C(S2)CN2CCN(CCC2)CC=2SC3=C(N2)C=C(C(=C3OC)OC)OC)C1)OC)OC (N,N′-bis[(5,6,7-trimethoxybenzothiazol-2-yl)methyl]homopiperazine). As a reaction SMILES: Cl[CH2:2][C:3]1[S:4][C:5]2[C:11]([O:12][CH3:13])=[C:10]([O:14][CH3:15])[C:9]([O:16][CH3:17])=[CH:8][C:6]=2[N:7]=1.[NH:18]1[CH2:24][CH2:23][CH2:22][NH:21][CH2:20][CH2:19]1>>[CH3:17][O:16][C:9]1[C:10]([O:14][CH3:15])=[C:11]([O:12][CH3:13])[C:5]2[S:4][C:3]([CH2:2][N:18]3[CH2:24][CH2:23][CH2:22][N:21]([CH2:2][C:3]4[S:4][C:5]5[C:11]([O:12][CH3:13])=[C:10]([O:14][CH3:15])[C:9]([O:16][CH3:17])=[CH:8][C:6]=5[N:7]=4)[CH2:20][CH2:19]3)=[N:7][C:6]=2[CH:8]=1. Procedure details: 2-Chloromethyl-5,6,7-trimethoxybenzothiazole (200 mg) and homopiperazine (37 mg) were reacted in the same manner as in Example 1 to obtain the title compound as a free base. The reactants are Cl (hydrochloric acid), C(C)O (ethanol), BrC=1C(=C(C=C(C1F)F)[N+](=O)[O-])Cl (3-bromo-2-chloro-4,5-difluoronitrobenzene). RXN SMILES: Cl.C(O)C.[Br:5][C:6]1[C:7]([Cl:17])=[C:8]([N+:14]([O-])=O)[CH:9]=[C:10]([F:13])[C:11]=1[F:12]>O.[Fe]>[Br:5][C:6]1[C:7]([Cl:17])=[C:8]([CH:9]=[C:10]([F:13])[C:11]=1[F:12])[NH2:14]. Product: BrC=1C(=C(N)C=C(C1F)F)Cl (3-Bromo-2-chloro-4,5-difluoroaniline). Reagents/catalysts: [Fe] (iron). Reported procedure: To a suspension of iron powder (38.6 g) in water (40 ml), with stirring vigorously at 50° to 60° C., was slowly added concentrated hydrochloric acid (5 ml). After mixed with ethanol (100 ml), 3-bromo-2-chloro-4,5-difluoronitrobenzene (58.8 g) was added portionwise to the suspension at 60° to 75° C. during 30 minutes. After stirring for 70 minutes, the hot reaction mixture was filtered and the insoluble materials were washed with hot ethanol (30 ml) and with benzene (100 ml) successively. The fil... Isolated yield 65.9%. Solvent: O (water). The reactants are C(C1=CC=CC=C1)OC1=C(N=C2N(C1=O)CCN2CCCC)C(=O)O (6-(benzyloxy)-1-butyl-5-oxo-1,2,3,5-tetrahydroimidazo[1,2-a]pyrimidine-7-carboxylic acid), FC1=CC=C(CN)C=C1 (4-fluorobenzylamine), intermediate 3. Product: FC1=CC=C(CNC(=O)C=2N=C3N(C(C2OCC2=CC=CC=C2)=O)CCN3CCCC)C=C1 (N-(4-Fluorobenzyl)-6-(benzyloxy)-1-butyl-5-oxo-1,2,3,5-tetrahydroimidazo[1,2-a]pyrimidine-7-carboxamide). The yield is 89.0%. Reaction SMILES: [CH2:1]([O:8][C:9]1[C:14](=[O:15])[N:13]2[CH2:16][CH2:17][N:18]([CH2:19][CH2:20][CH2:21][CH3:22])[C:12]2=[N:11][C:10]=1[C:23]([OH:25])=O)[C:2]1[CH:7]=[CH:6][CH:5]=[CH:4][CH:3]=1.[F:26][C:27]1[CH:34]=[CH:33][C:30]([CH2:31][NH2:32])=[CH:29][CH:28]=1>>[F:26][C:27]1[CH:34]=[CH:33][C:30]([CH2:31][NH:32][C:23]([C:10]2[N:11]=[C:12]3[N:18]([CH2:19][CH2:20][CH2:21][CH3:22])[CH2:17][CH2:16][N:13]3[C:14](=[O:15])[C:9]=2[O:8][CH2:1][C:2]2[CH:7]=[CH:6][CH:5]=[CH:4][CH:3]=2)=[O:25])=[CH:29][CH:28]=1. Procedure: Coupling of 6-(benzyloxy)-1-butyl-5-oxo-1,2,3,5-tetrahydroimidazo[1,2-a]pyrimidine-7-carboxylic acid (0.300 g, 0.87 mmol) and 4-fluorobenzylamine (0.120 g, 0.96 mmol) as described for the synthesis of intermediate 3 gave 0.349 g (88% yield) of the title amide as white crystals; mp 107-109° C. (ethyl acetate-hexane). 1HNMR 400 MHz (CDCl3) δ (ppm): 0.96 (3H, t, J=7.3 Hz, CH3), 1.33-1.43 (2H, m, CH2), 1.56-1.63 (2H, m, CH2), 3.41 (2H, t, J=7.4 Hz, CH2), 3.70 (2H, t, J=8.9 Hz, CH2), 4.13 (2H, t, J=8... Starting materials: NC1=CC2=C(C(NC3=NC=CC=C23)=O)C=C1 (9-Amino-5H-benzo[c][1,8]naphthyridin-6-one), [N+](=O)([O-])C1=C(CBr)C=CC=C1 (2-nitro-benzyl bromide). Yields the product [N+](=O)([O-])C1=C(CNC2=CC3=C(C(NC4=NC=CC=C34)=O)C=C2)C=CC=C1 (9-(2-Nitrobenzylamino)benzo[c][1,8]naphthyridin-6(5H)-one). The yield is 12.2%. RXN SMILES: [NH2:1][C:2]1[CH:16]=[CH:15][C:5]2[C:6](=[O:14])[NH:7][C:8]3[C:13]([C:4]=2[CH:3]=1)=[CH:12][CH:11]=[CH:10][N:9]=3.[N+:17]([C:20]1[CH:27]=[CH:26][CH:25]=[CH:24][C:21]=1[CH2:22]Br)([O-:19])=[O:18]>>[N+:17]([C:20]1[CH:27]=[CH:26][CH:25]=[CH:24][C:21]=1[CH2:22][NH:1][C:2]1[CH:16]=[CH:15][C:5]2[C:6](=[O:14])[NH:7][C:8]3[C:13]([C:4]=2[CH:3]=1)=[CH:12][CH:11]=[CH:10][N:9]=3)([O-:19])=[O:18]. Reported procedure: The title compound was synthesized according to the procedure described for the preparation of Example 458 using 70 (121 mg, 0.57 mmol) and 2-nitro-benzyl bromide (118 mg, 0.69 mmol) to provide 466 (24 mg, 12% yield) as a white powder. LC-MS (M+H=347, obsd.=347). 1H NMR (400 MHz, DMSO-D6) δ 8.56 (d, J=6.6, 1H), 8.41 (d, J=3.1, 1H), 8.07 (dd, J=8.3, 15.1, 2H), 7.51 (dt, J=6.5, 14.0, 2H), 7.43 (d, J=1.9, 1H), 7.35 (dd, J=4.7, 7.9, 1H), 7.03 (d, J=7.6, 1H), 6.91 (dd, J=2.0, 8.7, 1H), 6.25 (s, 2H), ...